This data is from the Open Reaction Database (ORD), a public repository of structured organic reaction records. The task is: describe an organic reaction: reactants, conditions, products, and yield Reactants: C(C)C1=C(C(=CC=C1)CC)N1C=NC=C1C(=O)O (1-(2,6-diethylphenyl)-imidazole-5carboxylic acid), S(=O)(Cl)Cl (thionyl chloride), CN(C=O)C (dimethylformamide). Run at temperature 80 celsius, time 1 hour. Product: C(C)C1=C(C(=CC=C1)CC)N1C=NC=C1C(=O)N (1-(2,6-diethylphenyl)-imidazole-5-carboxamide). The yield is 83.0%. As a reaction SMILES: [CH2:1]([C:3]1[CH:8]=[CH:7][CH:6]=[C:5]([CH2:9][CH3:10])[C:4]=1[N:11]1[C:15]([C:16]([OH:18])=O)=[CH:14][N:13]=[CH:12]1)[CH3:2].S(Cl)(Cl)=O.C[N:24](C)C=O>>[CH2:9]([C:5]1[CH:6]=[CH:7][CH:8]=[C:3]([CH2:1][CH3:2])[C:4]=1[N:11]1[C:15]([C:16]([NH2:24])=[O:18])=[CH:14][N:13]=[CH:12]1)[CH3:10]. Reported procedure: 24.4 g (0.1 mol) of 1-(2,6-diethylphenyl)-imidazole-5carboxylic acid were added in portions to 36 g (0.3 mol) of thionyl chloride and 1 ml of dimethylformamide. After the addition, the mixture was heated at 80° C. until the evolution of gas had ended, and the solid residue was dried in vacuo and introduced in portions into 150 ml of ice-cold concentrated aqueous ammonia solution with thorough stirring. The mixture was stirred at room temperature for 1 hour; the precipitate was filtered off and d... Reactants: C(C)(C)OC([C@H](C)N=P(=O)OC1=C(C=CC2=CC=CC=C12)OC[C@]1(O[C@H]([C@]([C@@H]1O)(C)F)N1C(NC(C=C1)=O)=O)F)=O ((S)-2-[[(2S,3S,4R,5R)-5-(2,4-dioxo-3,4-dihydro-2H-pyrimidin-1-yl)-2,4-difluoro-3-hydroxy-4-methyl-tetrahydro-furan-2-ylmethoxy]-(naphthalen-1-yloxy)-phosphorylamino]-propionic acid isopropyl ester), C(CC)(=O)Cl (propionyl chloride). Reagents/catalysts: CN(C)C=1C=CN=CC1 (DMAP). The solvent is C1CCOC1 (THF), C(C)(=O)OCC (ethyl acetate). Reaction conditions: time 5 hour. Product: C(C)(C)OC([C@H](C)N=P(=O)OC1=C(C=CC2=CC=CC=C12)OC[C@]1(O[C@H]([C@]([C@@H]1OC(CC)=O)(C)F)N1C(NC(C=C1)=O)=O)F)=O ((S)-2-[[(2S,3S,4R,5R)-5-(2,4-dioxo-3,4-dihydro-2H-pyrimidin-1-yl)-2,4-difluoro-4-methyl-3-propionyloxy-tetrahydro-furan-2-ylmethoxy]-(naphthalen-1-yloxy)-phosphorylamino]-propionic acid isopropyl ester). Isolated yield 48.0%. RXN SMILES: [CH:1]([O:4][C:5](=[O:41])[C@@H:6]([N:8]=[P:9]([O:11][C:12]1[C:21]2[C:16](=[CH:17][CH:18]=[CH:19][CH:20]=2)[CH:15]=[CH:14][C:13]=1[O:22][CH2:23][C@:24]1([F:40])[C@@H:28]([OH:29])[C@:27]([F:31])([CH3:30])[C@H:26]([N:32]2[CH:37]=[CH:36][C:35](=[O:38])[NH:34][C:33]2=[O:39])[O:25]1)=[O:10])[CH3:7])([CH3:3])[CH3:2].[C:42](Cl)(=[O:45])[CH2:43][CH3:44]>C1COCC1.CN(C1C=CN=CC=1)C.C(OCC)(=O)C>[CH:1]([O:4][C:5](=[O:41])[C@@H:6]([N:8]=[P:9]([O:11][C:12]1[C:21]2[C:16](=[CH:17][CH:18]=[CH:19][CH:20]=2)[CH:15]=[CH:14][C:13]=1[O:22][CH2:23][C@:24]1([F:40])[C@@H:28]([O:29][C:42](=[O:45])[CH2:43][CH3:44])[C@:27]([F:31])([CH3:30])[C@H:26]([N:32]2[CH:37]=[CH:36][C:35](=[O:38])[NH:34][C:33]2=[O:39])[O:25]1)=[O:10])[CH3:7])([CH3:2])[CH3:3]. Procedure: To a solution of (S)-2-[[(2S,3S,4R,5R)-5-(2,4-dioxo-3,4-dihydro-2H-pyrimidin-1-yl)-2,4-difluoro-3-hydroxy-4-methyl-tetrahydro-furan-2-ylmethoxy]-(naphthalen-1-yloxy)-phosphorylamino]-propionic acid isopropyl ester prepared in Example 2 (86 mg, 144 μmol) in THF (10 mL) were added propionyl chloride (66.6 mg, 720 μmol) and DMAP (87.9 mg, 720 μmol). The reaction mixture was stirred at room temperature for 5 h. The mixture was diluted with ethyl acetate, washed with water, brine. The organic layer w... Starting materials: [Cl-].[NH4+] (ammonium chloride), OCC(C(C)O)CC=1OC(=CC1)C(NC1=CC=CC=C1)=O ((2RS,3SR)-3-(hydroxymethyl)-4-{5-(phenylcarbamoyl)-2-furyl}butan-2-ol), N1C=NC=C1 (imidazole), [Si](C)(C)(C(C)(C)C)Cl (tert-butyldimethylsilyl chloride). The solvent is C(C)(=O)OCC (ethyl acetate), CN(C=O)C (dimethylformamide). Conditions: time 1 hour. Product: [Si](C)(C)(C(C)(C)C)OCC(C(C)O)CC=1OC(=CC1)C(NC1=CC=CC=C1)=O ((2RS,3SR)-3-(tert-butyldimethylsilyloxymethyl)-4-{5-(phenylcarbamoyl)-2-furyl}butan-2-ol). Yield: 89.5%. RXN SMILES: [OH:1][CH2:2][CH:3]([CH2:7][C:8]1[O:9][C:10]([C:13](=[O:21])[NH:14][C:15]2[CH:20]=[CH:19][CH:18]=[CH:17][CH:16]=2)=[CH:11][CH:12]=1)[CH:4]([OH:6])[CH3:5].N1C=CN=C1.[Si:27](Cl)([C:30]([CH3:33])([CH3:32])[CH3:31])([CH3:29])[CH3:28].[Cl-].[NH4+]>CN(C)C=O.C(OCC)(=O)C>[Si:27]([O:1][CH2:2][CH:3]([CH2:7][C:8]1[O:9][C:10]([C:13](=[O:21])[NH:14][C:15]2[CH:20]=[CH:19][CH:18]=[CH:17][CH:16]=2)=[CH:11][CH:12]=1)[CH:4]([OH:6])[CH3:5])([C:30]([CH3:33])([CH3:32])[CH3:31])([CH3:29])[CH3:28] |f:3.4|. Procedure: 645 mg of (2RS,3SR)-3-(hydroxymethyl)-4-{5-(phenylcarbamoyl)-2-furyl}butan-2-ol in 12 ml of dimethylformamide was mixed with 305 mg of imidazole and 372 mg of tert-butyldimethylsilyl chloride under cooling with ice and stirred at the same temperature for 1 hour. Saturated aqueous ammonium chloride and ethyl acetate were added to the reaction solution for extraction, and the organic layer was washed with water and saturated aqueous sodium chloride and then dried over anhydrous magnesium sulfate. ... Starting materials: CCOC(=O)C12CC1C=CCCCCN(C)C(=O)C1CC(Oc3cc(-c4nc(C(C)C)cs4)nc4cc(OC)ccc34)CC1C(=O)N2, CO, Cl, [Li+], C1COCCO1, [OH-]. Product: COc1ccc2c(OC3CC4C(=O)NC5(C(=O)O)CC5C=CCCCCN(C)C(=O)C4C3)cc(-c3nc(C(C)C)cs3)nc2c1. As a reaction SMILES: [CH2:1]([CH3:2])[O:3][C:4](=[O:5])[C:6]12[NH:7][C:8](=[O:47])[CH:9]3[CH2:10][CH:11]([O:26][c:27]4[cH:28][c:29](-[c:39]5[s:40][cH:41][c:42]([CH:44]([CH3:45])[CH3:46])[n:43]5)[n:30][c:31]5[cH:32][c:33]([O:37][CH3:38])[cH:34][cH:35][c:36]45)[CH2:12][CH:13]3[C:14](=[O:25])[N:15]([CH3:24])[CH2:16][CH2:17][CH2:18][CH2:19][CH:20]=[CH:21][CH:22]1[CH2:23]2.[CH3:57][OH:58].[ClH:50].[Li+:49].[O:51]1[CH2:52][CH2:53][O:54][CH2:55][CH2:56]1.[OH-:48]>>[O:3]=[C:4]([OH:5])[C:6]12[NH:7][C:8](=[O:47])[CH:9]3[CH2:10][CH:11]([O:26][c:27]4[cH:28][c:29](-[c:39]5[s:40][cH:41][c:42]([CH:44]([CH3:45])[CH3:46])[n:43]5)[n:30][c:31]5[cH:32][c:33]([O:37][CH3:38])[cH:34][cH:35][c:36]45)[CH2:12][CH:13]3[C:14](=[O:25])[N:15]([CH3:24])[CH2:16][CH2:17][CH2:18][CH2:19][CH:20]=[CH:21][CH:22]1[CH2:23]2. Reactants: Br, C=CC(=O)OC, CC(C)=O, Cc1oc(-c2ccccc2)nc1COc1ccc(N)cc1F, O=N[O-], [Na+], O. The product is COC(=O)C(Br)Cc1ccc(OCc2nc(-c3ccccc3)oc2C)c(F)c1. Reaction SMILES: [BrH:27].[C:28]([CH:29]=[CH2:30])(=[O:31])[O:32][CH3:33].[CH3:35][C:36](=[O:37])[CH3:38].[F:5][c:6]1[cH:7][c:8]([NH2:9])[cH:10][cH:11][c:12]1[O:13][CH2:14][c:15]1[n:16][c:17](-[c:21]2[cH:22][cH:23][cH:24][cH:25][cH:26]2)[o:18][c:19]1[CH3:20].[N:1]([O-:2])=[O:3].[Na+:4].[OH2:34]>>[F:5][c:6]1[cH:7][c:8]([CH2:30][CH:29]([Br:27])[C:28](=[O:31])[O:32][CH3:33])[cH:10][cH:11][c:12]1[O:13][CH2:14][c:15]1[n:16][c:17](-[c:21]2[cH:22][cH:23][cH:24][cH:25][cH:26]2)[o:18][c:19]1[CH3:20].